This data is from the Open Reaction Database (ORD), a public repository of structured organic reaction records. The task is: describe an organic reaction: reactants, conditions, products, and yield Starting materials: CC1(C2=C(OC1=O)C=CC1=CC=C(C=C12)C)C (1,1,8-trimethyl-2(1H)-naphtho[2,1-b]furanone), BrN1C(CCC1=O)=O (N-bromosuccinimide), C(C1=CC=CC=C1)(=O)OOC(C1=CC=CC=C1)=O (benzoyl peroxide). Solvent: C(Cl)(Cl)(Cl)Cl (carbon tetrachloride). Yields the product BrCC1=CC=C2C=CC=3OC(C(C3C2=C1)(C)C)=O (8-bromomethyl-1,1-dimethyl-2[1H]-naphtho[2,1-b]furanone). Reaction SMILES: [CH3:1][C:2]1([CH3:17])[C:6](=[O:7])[O:5][C:4]2[CH:8]=[CH:9][C:10]3[C:15]([C:3]1=2)=[CH:14][C:13]([CH3:16])=[CH:12][CH:11]=3.[Br:18]N1C(=O)CCC1=O.C(OOC(=O)C1C=CC=CC=1)(=O)C1C=CC=CC=1>C(Cl)(Cl)(Cl)Cl>[Br:18][CH2:16][C:13]1[CH:14]=[C:15]2[C:10]([CH:9]=[CH:8][C:4]3[O:5][C:6](=[O:7])[C:2]([CH3:17])([CH3:1])[C:3]=32)=[CH:11][CH:12]=1. Procedure: A mixture of 1,1,8-trimethyl-2(1H)-naphtho[2,1-b]furanone (1.13 g), N-bromosuccinimide (0.98 g), benzoyl peroxide (0.05 g) and carbon tetrachloride (30 ml) was heated under reflux for 1.5 h and filtered, and the filtrate was evaporated to dryness under reduced pressure, to give 8-bromomethyl-1,1-dimethyl-2[1H]-naphtho[2,1-b]furanone, which was used without further purification.